Dataset: the Open Reaction Database (ORD), a public repository of structured organic reaction records. Task: describe an organic reaction: reactants, conditions, products, and yield Starting materials: [BH4-], CCO, Cl, Cc1ccccc1OCC(O)CN, [Na+], CC(=O)COc1cccnc1C(N)=O. Product: Cc1ccccc1OCC(O)CNC(C)COc1cccnc1C(N)=O. Reaction SMILES: [BH4-:28].[CH3:31][CH2:32][OH:33].[ClH:30].[NH2:1][CH2:2][CH:3]([CH2:4][O:5][c:6]1[c:7]([CH3:12])[cH:8][cH:9][cH:10][cH:11]1)[OH:13].[Na+:29].[O:14]=[C:15]([CH2:16][O:17][c:18]1[c:19]([C:24](=[O:25])[NH2:26])[n:20][cH:21][cH:22][cH:23]1)[CH3:27]>>[NH:1]([CH2:2][CH:3]([CH2:4][O:5][c:6]1[c:7]([CH3:12])[cH:8][cH:9][cH:10][cH:11]1)[OH:13])[CH:15]([CH2:16][O:17][c:18]1[c:19]([C:24](=[O:25])[NH2:26])[n:20][cH:21][cH:22][cH:23]1)[CH3:27]. Reactants: OO (Hydrogen peroxide), FC(C(=O)OC(C(F)(F)F)=O)(F)F (trifluoroacetic anhydride), COC=1C=CC2=C(N=C(N=[N+]2[O-])NCCN(C)C)C1 (N1-(6-Methoxy-1-oxido-1,2,4-benzotriazin-3-yl)-N2,N2-dimethyl-1,2-ethanediamine), FC(C(=O)O)(F)F (trifluoroacetic acid). The solvent is N (NH3), C(Cl)Cl (DCM), C(Cl)(Cl)Cl (CHCl3). Reaction conditions: temperature 5 celsius, time 5 minute. Product: COC=1C=CC2=C([N+](=C(N=[N+]2[O-])NCCN(C)C)[O-])C1 (N1-(6-Methoxy-1,4-dioxido-1,2,4-benzotriazin-3-yl)-N2,N2-dimethyl-1,2-ethanediamine). Yield: 66.0%. Reaction SMILES: OO.FC(F)(F)C(OC(=O)C(F)(F)F)=[O:6].[CH3:16][O:17][C:18]1[CH:19]=[CH:20][C:21]2[N+:26]([O-:27])=[N:25][C:24]([NH:28][CH2:29][CH2:30][N:31]([CH3:33])[CH3:32])=[N:23][C:22]=2[CH:34]=1.FC(F)(F)C(O)=O>C(Cl)Cl.C(Cl)(Cl)Cl.N>[CH3:16][O:17][C:18]1[CH:19]=[CH:20][C:21]2[N+:26]([O-:27])=[N:25][C:24]([NH:28][CH2:29][CH2:30][N:31]([CH3:33])[CH3:32])=[N+:23]([O-:6])[C:22]=2[CH:34]=1. Procedure details: Hydrogen peroxide (70%; 1.1 mL, ca. 22.6 mmol) was added dropwise to a stirred solution of trifluoroacetic anhydride (3.2 mL, 22.6 mmol) in DCM (15 mL) at 5° C. The solution was stirred at 5° C. for 5 min, warmed to 20° C. for 10 min, then cooled to 5° C. and added to a stirred solution of 1-oxide 8 (597 mg, 2.3 mmol) and trifluoroacetic acid (350 μL, 4.5 mmol) in CHCl3 (15 mL) at 5° C. The solution was stirred at 5° C. for 4 h, diluted with dilute aqueous NH3 solution (10 mL) and extracted with...